This data is from the Open Reaction Database (ORD), a public repository of structured organic reaction records. The task is: describe an organic reaction: reactants, conditions, products, and yield Reactants: BrCCCCCBr (1,5-dibromopentane), C1(C=CC(N1)=O)=O (maleimide), K-tert-butylate, imide. Run in CN(C)C=O (DMF), C(C)(=O)OCC (ethyl acetate). Reaction conditions: time 25 hour. Yields the product BrCCCCCC=1C(=O)NC(C1)=O (5-Bromopentylmaleimide). As a reaction SMILES: [C:1]1(=[O:7])[NH:5][C:4](=[O:6])[CH:3]=[CH:2]1.[Br:8][CH2:9][CH2:10][CH2:11][CH2:12][CH2:13]Br>C(OCC)(=O)C.CN(C=O)C>[Br:8][CH2:9][CH2:10][CH2:11][CH2:12][CH2:13][C:2]1[C:1]([NH:5][C:4](=[O:6])[CH:3]=1)=[O:7]. Reported procedure: 12 g (0.124 mole) maleimide were dissolved in 60 ml ethyl acetate and 22.4 g (0.33 mole) distilled furane were added over 10 minutes, whereupon the mixture became slightly warm, and the batch was stirred for 25 hours at room temperature. The precipitate was subsequently filtered off under suction and was dried under vacuum at room temperature. Yield: 10.5 g=51.3% theoretical. The substance was pure as determined by GC and its IR, NMR and mass spectra corresponded to the desired 7-oxabicyclohepte... Reactants: SCc1ccccc1, CN(C)C=O, FC(Cl)=CCCCCl, [H-], [Na+]. Yields the product FC(Cl)=CCCCSCc1ccccc1. RXN SMILES: [CH2:1]([c:2]1[cH:3][cH:4][cH:5][cH:6][cH:7]1)[SH:8].[CH3:19][N:20]([CH3:21])[CH:22]=[O:23].[Cl:11][C:12](=[CH:13][CH2:14][CH2:15][CH2:16][Cl:17])[F:18].[H-:10].[Na+:9]>>[CH2:1]([c:2]1[cH:3][cH:4][cH:5][cH:6][cH:7]1)[S:8][CH2:16][CH2:15][CH2:14][CH:13]=[C:12]([Cl:11])[F:18]. The reactants are C(C)OC(C[C@H](C#CC)C1=CC=C(C=C1)OCC=1C=CC=2N(C1)N=C(N2)C2=CC=C(C=C2)O)=O ((S)-3-{4-[2-(4-hydroxy-phenyl)-[1,2,4]triazolo[1,5-a]pyridin-6-ylmethoxy]-phenyl}-hex-4-ynoic acid ethyl ester), BrCCOC (1-bromo-2-methoxy-ethane), C([O-])([O-])=O.[Cs+].[Cs+] (cesium carbonate). The solvent is C(C)#N (acetonitrile). Run at time 8 hour. Product: C(C)OC(C[C@H](C#CC)C1=CC=C(C=C1)OCC=1C=CC=2N(C1)N=C(N2)C2=CC=C(C=C2)OCCOC)=O ((S)-3-(4-{2-[4-(2-Methoxy-ethoxy)-phenyl]-[1,2,4]triazolo[1,5-a]pyridin-6-ylmethoxy}-phenyl)-hex-4-ynoic acid ethyl ester), solid. Yield: 64.0%. Reaction SMILES: [CH2:1]([O:3][C:4](=[O:34])[CH2:5][C@@H:6]([C:10]1[CH:15]=[CH:14][C:13]([O:16][CH2:17][C:18]2[CH:19]=[CH:20][C:21]3[N:22]([N:24]=[C:25]([C:27]4[CH:32]=[CH:31][C:30]([OH:33])=[CH:29][CH:28]=4)[N:26]=3)[CH:23]=2)=[CH:12][CH:11]=1)[C:7]#[C:8][CH3:9])[CH3:2].Br[CH2:36][CH2:37][O:38][CH3:39].C(=O)([O-])[O-].[Cs+].[Cs+]>C(#N)C>[CH2:1]([O:3][C:4](=[O:34])[CH2:5][C@@H:6]([C:10]1[CH:15]=[CH:14][C:13]([O:16][CH2:17][C:18]2[CH:19]=[CH:20][C:21]3[N:22]([N:24]=[C:25]([C:27]4[CH:28]=[CH:29][C:30]([O:33][CH2:36][CH2:37][O:38][CH3:39])=[CH:31][CH:32]=4)[N:26]=3)[CH:23]=2)=[CH:12][CH:11]=1)[C:7]#[C:8][CH3:9])[CH3:2] |f:2.3.4|. Procedure details: To a stirred solution (S)-3-{4-[2-(4-hydroxy-phenyl)-[1,2,4]triazolo[1,5-a]pyridin-6-ylmethoxy]-phenyl}-hex-4-ynoic acid ethyl ester (0.250 g, 0.585 mmol) and 1-bromo-2-methoxy-ethane (0.22 mL, 2.34 mmol) in acetonitrile (10 mL) is added cesium carbonate (0.381 g, 1.17 mmol) at room temperature and the reaction mixture is stirred at room temperature overnight. The reaction mixture is filtered through diatomaceous earth and washed with EtOAc (20 mL), and the filtrate is concentrated to dryness. T... Starting materials: ClC1=NC=C(C=C1Cl)Cl (2,3,5-Trichloropyridine), C(C)OCCO (2-ethoxyethanol), [H-].[Na+] (NaH). The solvent is CS(=O)C (DMSO), [Cl-].[Na+].O (brine). Conditions: temperature 80 celsius, time 8 hour. Yields the product ClC=1C(=NC(=CC1)Cl)CCOCC (3,6-dichloro-2-(2-ethoxyethyl)pyridine), white solid. As a reaction SMILES: [Cl:1][C:2]1[C:7](Cl)=[CH:6][C:5]([Cl:9])=[CH:4][N:3]=1.[CH2:10]([O:12][CH2:13][CH2:14]O)[CH3:11].[H-].[Na+]>CS(C)=O.[Cl-].[Na+].O>[Cl:9][C:5]1[C:4]([CH2:11][CH2:10][O:12][CH2:13][CH3:14])=[N:3][C:2]([Cl:1])=[CH:7][CH:6]=1 |f:2.3,5.6.7|. Procedure details: 2,3,5-Trichloropyridine (9.12 g, 0.050 mol) and 2-ethoxyethanol (5.40 g, 0.060 mol) were dissolved in 50 mL DMSO, followed by portionwise addition of NaH (2.4 g, 60% dispersion in oil, 0.060 mol). The mixture was heated to 80° C. for 3 hours, stirred at room temperature overnight, then heated to 120° C. for 5 hours. The reaction mixture was then diluted to 900 mL with brine, and extracted three times with 100 mL ether. The ether extracts were combined, washed twice with 100 mL water, diluted wit... Reactants: FC(OC1=CC=C(C=C1)NC(C)=O)(F)F (N-(4-(trifluoromethoxy)phenyl)acetamide), COC=1C=CC(=CC1)P2(=S)SP(=S)(S2)C=3C=CC(=CC3)OC (Lawesson's Reagent). Run in C1CCOC1 (THF). Run at time 3 day. Yields the product FC(OC1=CC=C(C=C1)NC(C)=S)(F)F (N-(4-(trifluoromethoxy)phenyl)ethanethioamide). Isolated yield 173.0%. As a reaction SMILES: [F:1][C:2]([F:15])([F:14])[O:3][C:4]1[CH:9]=[CH:8][C:7]([NH:10][C:11](=O)[CH3:12])=[CH:6][CH:5]=1.COC1C=CC(P2(SP(C3C=CC(OC)=CC=3)(=S)S2)=[S:25])=CC=1>C1COCC1>[F:1][C:2]([F:15])([F:14])[O:3][C:4]1[CH:9]=[CH:8][C:7]([NH:10][C:11](=[S:25])[CH3:12])=[CH:6][CH:5]=1. Procedure details: N-(4-(trifluoromethoxy)phenyl)acetamide (112 g, 0.511 mol) was dissolved in THF (400 ml) and Lawesson's Reagent (2,4-bis(4-methoxyphenyl)-1,3,2,4-dithiadiphosphetane 2,4-disulfide) (100 g, 0.247 mol) was added. The suspension was stirred at rt for 3 days, then filtered, filtrate evaporated and the residue was purified by chromatography (20% EtOAc in hexane) to give 100.5 g (84%) of N-(4-(trifluoromethoxy)phenyl)ethanethioamide. Reactants: CC=1C(=C2C=CNC2=C(C1)C)[N+](=O)[O-] (5,7-dimethyl-4-nitro-1H-indole), [H-].[Na+] (NaH), S(=O)(=O)(C1=CC=C(C)C=C1)Cl (TsCl). Solvent: CN(C)C=O (DMF). Run at time 0.5 hour. The product is CC=1C(=C2C=CN(C2=C(C1)C)S(=O)(=O)C1=CC=C(C)C=C1)[N+](=O)[O-] (5,7-Dimethyl-4-nitro-1-tosyl-1H-indole). RXN SMILES: [CH3:1][C:2]1[C:3]([N+:12]([O-:14])=[O:13])=[C:4]2[C:8](=[C:9]([CH3:11])[CH:10]=1)[NH:7][CH:6]=[CH:5]2.[H-].[Na+].[S:17](Cl)([C:20]1[CH:26]=[CH:25][C:23]([CH3:24])=[CH:22][CH:21]=1)(=[O:19])=[O:18]>CN(C=O)C>[CH3:1][C:2]1[C:3]([N+:12]([O-:14])=[O:13])=[C:4]2[C:8](=[C:9]([CH3:11])[CH:10]=1)[N:7]([S:17]([C:20]1[CH:26]=[CH:25][C:23]([CH3:24])=[CH:22][CH:21]=1)(=[O:19])=[O:18])[CH:6]=[CH:5]2 |f:1.2|. Procedure details: To a solution of 5,7-dimethyl-4-nitro-1H-indole (CAS; 1190314-35-2, 10 g, 52.6 mmol) in DMF (200 mL) was added portionwise NaH (3.2 g, 60% in mineral oil, 79 mmol) at 0° C., and then the mixture was stirred at room temperature for 0.5 h. The mixture was cooled down to 0° C. To the red suspension was added TsCl (15.0 g, 79 mmol) at 0° C., and then the mixture was stirred at room temperature for 22 h. At this point, the reaction was quenched with half saturated aq. KHSO4 solution. The mixture was ... Conditions: temperature 60 celsius, time 1.5 hour. Reported procedure: 57.5 g. (0.25 moles) of 1-cyanomethylene-1,2,3,4-tetrahydro-6,7-dimethoxy-isoquinoline, 21.5 g. (0.255 moles) of sodium hydrocarbonate and 375 ml. of methanol are introduced into a 2 l. flask equipped with a stirrer, reflux condenser, thermometer and addition funnel. The mixture is heated to boiling with stirring, thereafter it is cooled to 60° C., and 40 g. (0.25 moles) of bromine are added dropwise to the solution within 20 minutes. During the addition carbon dioxide evolves and leaves the sys... Product: C(#N)C=1SC(N2C1C1=CC(=C(C=C1CC2)OC)OC)=N (1-cyano-3-imino-3,4,5,6-tetrahydro-8,9-dimethoxy-1,3-thiazolo[4,3-a]isoquinoline). Reaction SMILES: [C:1]([CH:3]=[C:4]1[C:13]2[C:8](=[CH:9][C:10]([O:16][CH3:17])=[C:11]([O:14][CH3:15])[CH:12]=2)[CH2:7][CH2:6][NH:5]1)#[N:2].C([O-])(O)=O.[Na+].BrBr.C(=O)=O.[C:28]([S-:30])#[N:29].[K+]>CO>[C:1]([C:3]1[S:30][C:28](=[NH:29])[N:5]2[CH2:6][CH2:7][C:8]3[C:13](=[CH:12][C:11]([O:14][CH3:15])=[C:10]([O:16][CH3:17])[CH:9]=3)[C:4]=12)#[N:2] |f:1.2,5.6|. Run in CO (methanol), CO (methanol). Starting materials: C(#N)[S-].[K+] (potassium rhodanide), C(#N)C=C1NCCC2=CC(=C(C=C12)OC)OC (1-cyanomethylene-1,2,3,4-tetrahydro-6,7-dimethoxy-isoquinoline), C(=O)=O (carbon dioxide), C(=O)(O)[O-].[Na+] (sodium hydrocarbonate), BrBr (bromine). Yield: 86.8%.